Dataset: the Open Reaction Database (ORD), a public repository of structured organic reaction records. Task: describe an organic reaction: reactants, conditions, products, and yield Starting materials: Cl.Cl.C(C)(C)(C)OC(=O)N(C1=CC=C(C=N1)/C=C/C(=O)OCC)[C@H]1CNCC1 (ethyl (2E)-3-(6-{(tert-butoxycarbonyl)[(3R)-3-pyrrolidinyl]amino}-3-pyridinyl)acrylate dihydrochloride), ClCC1=CC(=C(C=C1)C)C (4-(chloromethyl)-1,2-dimethylbenzene), C(=O)([O-])[O-].[K+].[K+] (K2CO3). Solvent: CN(C)C=O (DMF). Reaction conditions: time 2 hour. Product: C(C)(C)(C)OC(=O)N(C1=CC=C(C=N1)/C=C/C(=O)OCC)[C@H]1CN(CC1)CC1=CC(=C(C=C1)C)C (ethyl (2E)-3-(6-{(tert-butoxycarbonyl)[(3R)-1-(3,4-dimethylbenzyl)-3-pyrrolidinyl]amino}-3-pyridinyl)acrylate). Isolated yield 95.3%. As a reaction SMILES: Cl.Cl.[C:3]([O:7][C:8]([N:10]([C@@H:24]1[CH2:28][CH2:27][NH:26][CH2:25]1)[C:11]1[N:16]=[CH:15][C:14](/[CH:17]=[CH:18]/[C:19]([O:21][CH2:22][CH3:23])=[O:20])=[CH:13][CH:12]=1)=[O:9])([CH3:6])([CH3:5])[CH3:4].Cl[CH2:30][C:31]1[CH:36]=[CH:35][C:34]([CH3:37])=[C:33]([CH3:38])[CH:32]=1.C([O-])([O-])=O.[K+].[K+]>CN(C=O)C>[C:3]([O:7][C:8]([N:10]([C@@H:24]1[CH2:28][CH2:27][N:26]([CH2:30][C:31]2[CH:36]=[CH:35][C:34]([CH3:37])=[C:33]([CH3:38])[CH:32]=2)[CH2:25]1)[C:11]1[N:16]=[CH:15][C:14](/[CH:17]=[CH:18]/[C:19]([O:21][CH2:22][CH3:23])=[O:20])=[CH:13][CH:12]=1)=[O:9])([CH3:4])([CH3:5])[CH3:6] |f:0.1.2,4.5.6|. Procedure details: To a mixture of ethyl (2E)-3-(6-{(tert-butoxycarbonyl)[(3R)-3-pyrrolidinyl]amino}-3-pyridinyl)acrylate dihydrochloride (250 mg), 4-(chloromethyl)-1,2-dimethylbenzene (89.0 mg), and DMF (5.8 mL) was added K2CO3 (278 mg). After stirring for 2 hours at room temperature, the reaction mixture was partitioned between ethyl acetate and H2O. The organic layer was washed with brine, dried over MgSO4, filtered, and evaporated in vacuo. The residue was purified by column chromatography on silica gel to giv... The reactants are CCCCCCCC (n-octane), CC(=O)C (acetone), C(C1CCCO1)=O (tetrahydrofurfural), C(C1=CC=CO1)=O (furfural), CC(=O)C (acetone), C(C1=CC=CO1)=O (furfural). The solvent is CCCCCCCCCCCCCCCC (hexadecane), O1CCCC1 (tetrahydrofuran). Product: 10, C1=COC(=C1)C(C(=O)C2=CC=CO2)O (furoin). The yield is 71.0%. RXN SMILES: [CH:1](=[O:7])[C:2]1[O:6][CH:5]=[CH:4][CH:3]=1.CC(C)=O.CCCCCCCC.[CH:20](=[O:26])[CH:21]1[O:25][CH2:24][CH2:23][CH2:22]1>CCCCCCCCCCCCCCCC.O1CCCC1>[CH:4]1[CH:3]=[C:2]([CH:1]([OH:7])[C:20]([C:21]2[O:25][CH:24]=[CH:23][CH:22]=2)=[O:26])[O:6][CH:5]=1. Procedure: This has as a consequence that if stoichiometric ratios are used, which means 2 moles of furfural and 1 mole of acetone (since acetone can react by both ends), between 16% and 37% of components with only 5 carbon atoms would be obtained, having a very limited interest as components for gasoline (Appl. Catal. B Environ. 2006, 66, 111-118). A second product with 8 carbon atoms which tends to be one-third of the mixture appears under other conditions. This condensation product is hydrogenated to n-... Reactants: N1(C=CC2=CC=CC=C12)CCCCN1C(OCC1=O)=O (3-[4-(1H-indol-1-yl)butyl]-1,3-oxazolidine-2,4-dione), ClCCl (dichloromethane), CO (methanol), solution, CN (methylamine). Run in O1CCCC1 (tetrahydrofuran). Yields the product N1(C=CC2=CC=CC=C12)CCCCNC(OCC(=O)NC)=O (2-(methylamino)-2-oxoethyl 4-(1H-indol-1-yl)butylcarbamate). As a reaction SMILES: [N:1]1([CH2:10][CH2:11][CH2:12][CH2:13][N:14]2[C:18](=[O:19])[CH2:17][O:16][C:15]2=[O:20])[C:9]2[C:4](=[CH:5][CH:6]=[CH:7][CH:8]=2)[CH:3]=[CH:2]1.[CH3:21][NH2:22].ClCCl.CO>O1CCCC1>[N:1]1([CH2:10][CH2:11][CH2:12][CH2:13][NH:14][C:15](=[O:20])[O:16][CH2:17][C:18]([NH:22][CH3:21])=[O:19])[C:9]2[C:4](=[CH:5][CH:6]=[CH:7][CH:8]=2)[CH:3]=[CH:2]1. Reported procedure: The procedure is as described in Example 1 (stage 1.4.). Starting from 0.90 g (3.31 mmol) of 3-[4-(1H-indol-1-yl)butyl]-1,3-oxazolidine-2,4-dione, obtained in stage 2.2., and from 5 ml (9.93 mmol) of a solution of methylamine (2M) in tetrahydrofuran, and after chromatography on silica gel, elution being carried out with a 98/2 mixture of dichloromethane and of methanol, 0.70 g of product is obtained in the form of an amorphous white solid. The reactants are [NH4+].[Cl-].O (NH4Cl water), CS(=O)(=O)OC[C@@H]1N(CCN(C1)CC1=CC=CC=C1)CC1=CC=CC=C1 (((2R)-1,4-dibenzyl-2-piperazinyl)methyl methanesulfonate), CC1(C(NCCN1)=O)C (3,3-dimethylpiperazin-2-one), C([O-])([O-])=O.[K+].[K+] (potassium carbonate). Solvent: C(Cl)(Cl)Cl (chloroform), CC(C)O (iPrOH), C(C)#N (acetonitrile). Run at temperature 130 celsius, time 30 minute. Product: C(C1=CC=CC=C1)N1[C@H](CN(CC1)CC1=CC=CC=C1)CN1C(C(NCC1)=O)(C)C (4-(((2R)-1,4-dibenzyl-2-piperazinyl)methyl)-3,3-dimethyl-2-piperazinone). The yield is 59.8%. RXN SMILES: CS(O[CH2:6][C@H:7]1[CH2:12][N:11]([CH2:13][C:14]2[CH:19]=[CH:18][CH:17]=[CH:16][CH:15]=2)[CH2:10][CH2:9][N:8]1[CH2:20][C:21]1[CH:26]=[CH:25][CH:24]=[CH:23][CH:22]=1)(=O)=O.[CH3:27][C:28]1([CH3:35])[NH:33][CH2:32][CH2:31][NH:30][C:29]1=[O:34].C(=O)([O-])[O-].[K+].[K+].[NH4+].[Cl-].O>C(Cl)(Cl)Cl.CC(O)C.C(#N)C>[CH2:20]([N:8]1[CH2:9][CH2:10][N:11]([CH2:13][C:14]2[CH:19]=[CH:18][CH:17]=[CH:16][CH:15]=2)[CH2:12][C@@H:7]1[CH2:6][N:33]1[CH2:32][CH2:31][NH:30][C:29](=[O:34])[C:28]1([CH3:35])[CH3:27])[C:21]1[CH:22]=[CH:23][CH:24]=[CH:25][CH:26]=1 |f:2.3.4,5.6.7|. Procedure: A 20 ml, microwave vial was charged with ((2R)-1,4-dibenzyl-2-piperazinyl)methyl methanesulfonate (0.817 g, 2.18 mmol, Example 184, Step 1), 3,3-dimethylpiperazin-2-one (0.297 g, 2.32 mmol, ChemBridge, San Diego, Calif.), potassium carbonate (0.910 g, 6.58 mmol) and acetonitrile (10 mL). The vial was sealed and the reaction mixture was stirred at 130° C. for 30 min. The reaction was allowed to cool to room temperature then saturated aqueous NH4Cl/water (1:1) (100 mL) and 10% iPrOH in chloroform ... Reactants: COC(CCCC(C1C[C@H]2[C@H](C[C@H]([C@@H]2\C=C\[C@H]([C@H](CCCC)C)OC2OCCCC2)OC2OCCCC2)O1)Br)=O ((13E)-(5RS,6RS,9α,11α,15S,16S)-5-bromo-6,9-epoxy-11,15-bis(tetrahydropyran-2-yloxy)-16-methylprost-13-enoic acid methyl ester), C1CCC2=NCCCN2CC1 (DBU), Cl (hydrochloric acid), P(=O)([O-])([O-])[O-] (phosphate). The solvent is C(C)(=O)O (acetic acid), O (water), O1CCCC1 (tetrahydrofuran). Reaction conditions: temperature 0 celsius, time 2 hour. Yields the product COC(CCCCC(C[C@H]1[C@H](C[C@H]([C@@H]1\C=C\[C@H]([C@H](CCCC)C)OC1OCCCC1)OC1OCCCC1)O)=O)=O ((13E)-(9α,11α,15S,16S)-6-Oxo-9-hydroxy-11,15-bis(tetrahydropyran-2-yloxy)-16-methylprost-13-enoic acid methyl ester). RXN SMILES: [CH3:1][O:2][C:3](=[O:40])[CH2:4][CH2:5][CH2:6][CH:7](Br)[CH:8]1[O:38][C@H:11]2[CH2:12][C@@H:13]([O:31][CH:32]3[CH2:37][CH2:36][CH2:35][CH2:34][O:33]3)[C@H:14](/[CH:15]=[CH:16]/[C@@H:17]([O:24][CH:25]3[CH2:30][CH2:29][CH2:28][CH2:27][O:26]3)[C@@H:18]([CH3:23])[CH2:19][CH2:20][CH2:21][CH3:22])[C@H:10]2[CH2:9]1.C1CCN2C(=NCCC2)CC1.Cl.P([O-])([O-])([O-])=[O:54]>O1CCCC1.C(O)(=O)C.O>[CH3:1][O:2][C:3](=[O:40])[CH2:4][CH2:5][CH2:6][CH2:7][C:8](=[O:38])[CH2:9][C@@H:10]1[C@@H:14](/[CH:15]=[CH:16]/[C@@H:17]([O:24][CH:25]2[CH2:30][CH2:29][CH2:28][CH2:27][O:26]2)[C@@H:18]([CH3:23])[CH2:19][CH2:20][CH2:21][CH3:22])[C@H:13]([O:31][CH:32]2[CH2:37][CH2:36][CH2:35][CH2:34][O:33]2)[CH2:12][C@@H:11]1[OH:54]. Reported procedure: Under an atmosphere of nitrogen, a solution of 2.233 g of (13E)-(5RS,6RS,9α,11α,15S,16S)-5-bromo-6,9-epoxy-11,15-bis(tetrahydropyran-2-yloxy)-16-methylprost-13-enoic acid methyl ester [prepared as described in Reference Example 1(a)] and 7.4 ml of DBU was stirred at 70° C. for 3 hours, and then cooled to 0° C. To the reaction mixture were added 37 ml of 1 N hydrochloric acid and 37 ml of phosphate buffer solution (pH 6.68) with cooling to 0° C. The reaction mixture was extracted quickly with die...